This data is from the Open Reaction Database (ORD), a public repository of structured organic reaction records. The task is: describe an organic reaction: reactants, conditions, products, and yield Reactants: COC1=C(OC(C#N)C)C=CC=C1 (2-(2-methoxy-phenoxy)-propionitrile), [H-].[Al+3].[Li+].[H-].[H-].[H-] (lithium aluminum hydride). Solvent: C(C)OCC (ethyl ether). Reaction conditions: temperature 65 celsius. Product: COC1=C(OC(CN)C)C=CC=C1 (2-(2-Methoxy-phenoxy)propylamine). Isolated yield 6.5%. RXN SMILES: [CH3:1][O:2][C:3]1[CH:13]=[CH:12][CH:11]=[CH:10][C:4]=1[O:5][CH:6]([CH3:9])[C:7]#[N:8].[H-].[Al+3].[Li+].[H-].[H-].[H-]>C(OCC)C>[CH3:1][O:2][C:3]1[CH:13]=[CH:12][CH:11]=[CH:10][C:4]=1[O:5][CH:6]([CH3:9])[CH2:7][NH2:8] |f:1.2.3.4.5.6|. Procedure details: To a solution of 2-(2-methoxy-phenoxy)-propionitrile (3.91 g, 0.022 mol) in anhydrous ethyl ether (30 ml) was added lithium aluminum hydride (1.0 M, 44 ml, 0.044 mol). The mixture was heated at 65° C. for 18 hours and the reaction was quenched with water (3 ml), 15% NaOH (3 ml) and water (9 ml). The resulting material was filtered through celite. The celite was washed with methanol (200 ml), and the solvent was removed under vacuum. Chromatography (10% methanol-methylene chloride) afforded 0.26 ... Starting materials: O=C1c2ccccc2C(=O)N1CCCCCBr, CCCC(C(=O)OCC)C(=O)OCC, CCO, [Na]. The product is CCCC(CCCCCN1C(=O)c2ccccc2C1=O)(C(=O)OCC)C(=O)OCC. As a reaction SMILES: [Br:16][CH2:17][CH2:18][CH2:19][CH2:20][CH2:21][N:22]1[C:23](=[O:32])[c:24]2[c:25]([cH:28][cH:29][cH:30][cH:31]2)[C:26]1=[O:27].[CH2:2]([CH2:3][CH3:4])[CH:5]([C:6](=[O:7])[O:8][CH2:9][CH3:10])[C:11](=[O:12])[O:13][CH2:14][CH3:15].[CH3:33][CH2:34][OH:35].[Na:1]>>[CH2:2]([CH2:3][CH3:4])[C:5]([C:6](=[O:7])[O:8][CH2:9][CH3:10])([C:11](=[O:12])[O:13][CH2:14][CH3:15])[CH2:17][CH2:18][CH2:19][CH2:20][CH2:21][N:22]1[C:23](=[O:32])[c:24]2[c:25]([cH:28][cH:29][cH:30][cH:31]2)[C:26]1=[O:27].